Dataset: the Open Reaction Database (ORD), a public repository of structured organic reaction records. Task: describe an organic reaction: reactants, conditions, products, and yield The product is N[C@@H](CC(=O)O)C(=O)O.NCCNCCN (aspartic acid diethylenetriamine). RXN SMILES: [C:1]([O-:8])(=[O:7])/[CH:2]=[CH:3]\[C:4]([OH:6])=[O:5].[NH4+].[NH2:10][CH2:11][CH2:12][NH:13][CH2:14][CH2:15][NH2:16]>>[NH2:10][C@H:2]([C:1]([OH:8])=[O:7])[CH2:3][C:4]([OH:6])=[O:5].[NH2:10][CH2:11][CH2:12][NH:13][CH2:14][CH2:15][NH2:16] |f:0.1,3.4|. Reactants: C(\C=C/C(=O)O)(=O)[O-].[NH4+] (Monoammonium maleate), NCCNCCN (diethylenetriamine), polysuccinimide diethylenetriamine. Reported procedure: Monoammonium maleate (2.993 g of 94% wet salt, 0.0212 mole) and diethylenetriamine(.[.0,115.]. 0.115 g, 0.0011 mole) were mixed together and reacted according to the procedure of Example 2 and 3 at .[.230° -255°.]. 230°-255° C. for 40 minutes. The resulting polysuccinimide-diethylenetriamine crosslinked copolymer weighed .[.1,970.]. 1.970 g. Hydrolysis of this product produced an aspartic acid-diethylenetriamine copolymer having molecular weights by GPC of Mw 5207, Mn 1359, Mw/Mn 3.83. Reaction conditions: time 40 minute. The reactants are NC=1C=C(C2=C(C=CO2)C1)O[C@H]1[C@@H](CN(CC1)C(=O)OC(C)(C)C)F (tert-butyl trans-4-[(5-amino-1-benzofuran-7-yl)oxy]-3-fluoropiperidine-1-carboxylate), NC=1C=C(C2=C(C=CO2)C1)O[C@H]1[C@@H](CN(CC1)C(=O)OC(C)(C)C)F (tert-butyl trans-4-[(5-amino-1-benzofuran-7-yl)oxy]-3-fluoropiperidine-1-carboxylate), ClC=1C(=C(C(=CC1)Cl)S(=O)(=O)Cl)C (3,6-dichloro-2-methylbenzenesulfonyl chloride). The product is Cl.ClC=1C(=C(C(=CC1)Cl)S(=O)(=O)NC=1C=C(C2=C(C=CO2)C1)O[C@H]1[C@@H](CNCC1)F)C (3,6-Dichloro-N-(7-{[trans-3-fluoropiperidin-4-yl]oxy}-1-benzofuran-5-yl)-2-methylbenzenesulfonamide hydrochloride). Reaction SMILES: [NH2:1][C:2]1[CH:3]=[C:4]([O:11][C@@H:12]2[CH2:17][CH2:16][N:15](C(OC(C)(C)C)=O)[CH2:14][C@H:13]2[F:25])[C:5]2[O:9][CH:8]=[CH:7][C:6]=2[CH:10]=1.[Cl:26][C:27]1[C:28]([CH3:38])=[C:29]([S:34](Cl)(=[O:36])=[O:35])[C:30]([Cl:33])=[CH:31][CH:32]=1>>[ClH:26].[Cl:26][C:27]1[C:28]([CH3:38])=[C:29]([S:34]([NH:1][C:2]2[CH:3]=[C:4]([O:11][C@@H:12]3[CH2:17][CH2:16][NH:15][CH2:14][C@H:13]3[F:25])[C:5]3[O:9][CH:8]=[CH:7][C:6]=3[CH:10]=2)(=[O:35])=[O:36])[C:30]([Cl:33])=[CH:31][CH:32]=1 |f:2.3|. Procedure details: The title compound was prepared according to the procedure described for Example 84 starting from tert-butyl trans-4-[(5-amino-1-benzofuran-7-yl)oxy]-3-fluoropiperidine-1-carboxylate (Intermediate 53) and 3,6-dichloro-2-methylbenzenesulfonyl chloride. Yield: 39 mg (19%), HPLC purity=98%, m/z=473 (M+H)+, 1H NMR (270 MHz, methanol-d4) δ ppm 2.11-2.34 (m, 2H) 2.47-2.54 (m, 3H) 3.14-3.56 (m, 3H) 3.63-3.79 (m, 1H) 4.76-4.97 (m, 1H) 4.97-5.22 (m, 1H) 6.77 (d, J=1.98 Hz, 1H) 6.83 (d, J=1.73 Hz, 1H) 7.0... Reactants: Clc1ccc(CBr)c(OCc2ccccc2)c1, O=C([O-])[O-], O=C(Nc1cc[nH]n1)c1c(F)cccc1F, [K+], [K+], CN(C)C=O. The product is O=C(Nc1ccn(Cc2ccc(Cl)cc2OCc2ccccc2)n1)c1c(F)cccc1F. As a reaction SMILES: [Br:23][CH2:24][c:25]1[c:26]([O:32][CH2:33][c:34]2[cH:35][cH:36][cH:37][cH:38][cH:39]2)[cH:27][c:28]([Cl:31])[cH:29][cH:30]1.[C:17](=[O:18])([O-:19])[O-:20].[F:1][c:2]1[c:3]([C:4](=[O:5])[NH:6][c:7]2[n:8][nH:9][cH:10][cH:11]2)[c:12]([F:16])[cH:13][cH:14][cH:15]1.[K+:21].[K+:22].[O:40]=[CH:41][N:42]([CH3:43])[CH3:44]>>[F:1][c:2]1[c:3]([C:4](=[O:5])[NH:6][c:7]2[n:8][n:9]([CH2:24][c:25]3[c:26]([O:32][CH2:33][c:34]4[cH:35][cH:36][cH:37][cH:38][cH:39]4)[cH:27][c:28]([Cl:31])[cH:29][cH:30]3)[cH:10][cH:11]2)[c:12]([F:16])[cH:13][cH:14][cH:15]1. Reactants: ClC1=NC=C(C(=N1)C(F)(F)F)C(=O)O (2-chloro-4-trifluoromethylpyrimidine-5-carboxylic acid), C(C(=O)Cl)(=O)Cl (oxalyl chloride). Run in C(Cl)Cl (CH2Cl2). Yields the product ClC1=NC=C(C(=N1)C(F)(F)F)C(=O)Cl (2-CHLORO-4-TRIFLUOROMETHYL-5-PYRIMIDINE CARBONYL CHLORIDE). The yield is 70.0%. Reaction SMILES: [Cl:1][C:2]1[N:7]=[C:6]([C:8]([F:11])([F:10])[F:9])[C:5]([C:12]([OH:14])=O)=[CH:4][N:3]=1.C(Cl)(=O)C([Cl:18])=O>C(Cl)Cl>[Cl:1][C:2]1[N:7]=[C:6]([C:8]([F:11])([F:10])[F:9])[C:5]([C:12]([Cl:18])=[O:14])=[CH:4][N:3]=1. Reported procedure: The title compound was prepared as described in Example 25, but employing a solution of 2-chloro-4-trifluoromethylpyrimidine-5-carboxylic acid (1.5 g, 7.1 mmol) and oxalyl chloride (1.0 g, 8 mmol) in CH2Cl2 (30 mL) resulted in a 70% yield (1.1 g); 1H NMR (CDCl3) δ 9.31 (s, 1H). Starting materials: solid, Cl.Cl.O1C=C(C=C2C1=CC=C2)C2N(CCCC2)CC[C@@H]2CC[C@H](CC2)N (trans-4-[2-(4-benzofuran-3-yl-piperidin-1-yl)-ethyl]-cyclohexylamine dihydrochloride), Cl.Cl.O1C=C(C=C2C1=CC=C2)C2N(CCCC2)CC[C@@H]2CC[C@H](CC2)N (trans-4-[2-(4-benzofuran-3-yl-piperidin-1-yl)-ethyl]-cyclohexylamine dihydrochloride), C1(CCCCC1)C1=CC=C(C(=O)O)C=C1 (4-cyclohexyl-benzoic acid). Product: O1C=C(C=C2C1=CC=C2)C2N(CCCC2)CC[C@@H]2CC[C@H](CC2)NC(C2=CC=C(C=C2)C2CCCCC2)=O (trans-N-{4-[2-(4-Benzofuran-3-yl-piperidin-1-yl)-ethyl]-cyclohexyl}-4-cyclohexyl-benzamide). RXN SMILES: Cl.Cl.[O:3]1[C:8]2=[CH:9][CH:10]=[CH:11][C:7]2=[CH:6][C:5]([CH:12]2[CH2:17][CH2:16][CH2:15][CH2:14][N:13]2[CH2:18][CH2:19][C@H:20]2[CH2:25][CH2:24][C@H:23]([NH2:26])[CH2:22][CH2:21]2)=[CH:4]1.[CH:27]1([C:33]2[CH:41]=[CH:40][C:36]([C:37](O)=[O:38])=[CH:35][CH:34]=2)[CH2:32][CH2:31][CH2:30][CH2:29][CH2:28]1>>[O:3]1[C:8]2=[CH:9][CH:10]=[CH:11][C:7]2=[CH:6][C:5]([CH:12]2[CH2:17][CH2:16][CH2:15][CH2:14][N:13]2[CH2:18][CH2:19][C@H:20]2[CH2:21][CH2:22][C@H:23]([NH:26][C:37](=[O:38])[C:36]3[CH:40]=[CH:41][C:33]([CH:27]4[CH2:32][CH2:31][CH2:30][CH2:29][CH2:28]4)=[CH:34][CH:35]=3)[CH2:24][CH2:25]2)=[CH:4]1 |f:0.1.2|. Procedure details: The title compound, white solid (114 mg, 89%), MS (ISP) m/z=513.6 [(M+H)+], mp 230° C., was prepared in accordance with the general method of example 1 from trans-4-[2-(4-benzofuran-3-yl-piperidin-1-yl)-ethyl]-cyclohexylamine dihydrochloride (intermediate A) (100 mg, 0.25 mmol) and 4-cyclohexyl-benzoic acid.